Dataset: the Open Reaction Database (ORD), a public repository of structured organic reaction records. Task: describe an organic reaction: reactants, conditions, products, and yield Starting materials: C(C)(C)(C)OC(=O)N[C@H]1CCCCC\C=C/[C@H]2[C@](NC([C@H]3N(C1=O)C[C@H](C3)O)=O)(C2)C(=O)OCC ((2S,6S,13aS,14aR,16aS,Z)-ethyl 6-(tert-butoxycarbonylamino)-2-hydroxy-5,16-dioxo-1,2,3,5,6,7,8,9,10,11,13a,14,14a,15,16,16a-hexadecahydrocyclopropa[e]pyrrolo[1,2-a][1,4]diazacyclopentadecine-14a-carboxylate), C1CN2CCN1CC2 (DABCO), BrC1=CC=C(C=C1)S(=O)(=O)Cl (4-bromobenzene-1-sulfonyl chloride). The solvent is C1(=CC=CC=C1)C (toluene), C1(=CC=CC=C1)C (toluene). Run at time 15 minute. Product: BrC1=CC=C(C=C1)S(=O)(=O)O[C@H]1C[C@@H]2N(C([C@H](CCCCC\C=C/[C@H]3[C@](NC2=O)(C3)C(=O)OCC)NC(=O)OC(C)(C)C)=O)C1 ((2S,6S,13aS,14aR,16aS,Z)-ethyl 2-(4-bromophenylsulfonyloxy)-6-(tert-butoxycarbonylamino)-5,16-dioxo-1,2,3,5,6,7,8,9,10,11,13a,14,14a,15,16,16a-hexadecahydrocyclopropa[e]pyrrolo[1,2-a][1,4]diazacyclopentadecine-14a-carboxylate). As a reaction SMILES: [C:1]([O:5][C:6]([NH:8][C@@H:9]1[C:23](=[O:24])[N:22]2[CH2:25][C@@H:26]([OH:28])[CH2:27][C@H:21]2[C:20](=[O:29])[NH:19][C@:18]2([C:31]([O:33][CH2:34][CH3:35])=[O:32])[CH2:30][C@H:17]2[CH:16]=[CH:15][CH2:14][CH2:13][CH2:12][CH2:11][CH2:10]1)=[O:7])([CH3:4])([CH3:3])[CH3:2].C1N2CCN(CC2)C1.[Br:44][C:45]1[CH:50]=[CH:49][C:48]([S:51](Cl)(=[O:53])=[O:52])=[CH:47][CH:46]=1>C1(C)C=CC=CC=1>[Br:44][C:45]1[CH:50]=[CH:49][C:48]([S:51]([O:28][C@@H:26]2[CH2:25][N:22]3[C:23](=[O:24])[C@@H:9]([NH:8][C:6]([O:5][C:1]([CH3:4])([CH3:3])[CH3:2])=[O:7])[CH2:10][CH2:11][CH2:12][CH2:13][CH2:14][CH:15]=[CH:16][C@@H:17]4[CH2:30][C@@:18]4([C:31]([O:33][CH2:34][CH3:35])=[O:32])[NH:19][C:20](=[O:29])[C@@H:21]3[CH2:27]2)(=[O:53])=[O:52])=[CH:47][CH:46]=1. Procedure: A solution of (2S,6S,13aS,14aR,16aS,Z)-ethyl 6-(tert-butoxycarbonylamino)-2-hydroxy-5,16-dioxo-1,2,3,5,6,7,8,9,10,11,13a,14,14a,15,16,16a-hexadecahydrocyclopropa[e]pyrrolo[1,2-a][1,4]diazacyclopentadecine-14a-carboxylate and DABCO in toluene was stirred at room temperature (rt). To this solution was added a solution of 4-bromobenzene-1-sulfonyl chloride in toluene. After the addition was complete the reaction mixture was quenched with 10% aqueous sodium carbonate and the mixture stirred for 15 m...